From a dataset of the Open Reaction Database (ORD), a public repository of structured organic reaction records. describe an organic reaction: reactants, conditions, products, and yield The reactants are C(CCC)(O)O (Butanediol), [O-]CCCC.[K+] (potassium butoxide), ClCC=CC1=CC=CC=C1 (chloromethyl styrene). Reaction conditions: time 1.5 hour. Product: OCCCCOCC1=CC=C(C=C1)C=C (4-Hydroxy-1(4'-vinylbenzyloxy)butane). As a reaction SMILES: [CH:1]([OH:6])(O)[CH2:2][CH2:3][CH3:4].[O-:7][CH2:8][CH2:9][CH2:10][CH3:11].[K+].Cl[CH2:14][CH:15]=[CH:16][C:17]1C=CC=C[CH:18]=1>>[OH:7][CH2:8][CH2:9][CH2:10][CH2:11][O:6][CH2:1][C:2]1[CH:3]=[CH:4][C:16]([CH:17]=[CH2:18])=[CH:15][CH:14]=1 |f:1.2|. Procedure: Butanediol (40 ml; 40.68 g; 0.452 mol) was stirred in a 100 ml round bottomed flask, and treated portionwise with potassium butoxide (17.60 g; 0.144 mol). The initial reaction was exothermic. The reaction mixture was stirred for 1.5 hours at room temperature. The resulting cloudy solution was then treated with chloromethyl styrene (20.00 g; 0.131 mol). The styrene formed an upper, pale green layer, (the colouration being due to the presence of inhibitor), whose color darkened considerably on the... The reactants are ClC1=NC=NC(=C1C1=CC=CC=C1)C1=CC=C(C=C1)Cl (4-chloro-6-(4-chlorophenyl)-5-phenylpyrimidine), NN (H2NNH2). Solvent: C1CCOC1 (THF). Run at temperature 60 celsius. Product: ClC1=CC=C(C=C1)C1=C(C(=NC=N1)NN)C1=CC=CC=C1 (1-(6-(4-chlorophenyl)-5-phenylpyrimidin-4-yl)hydrazine). RXN SMILES: Cl[C:2]1[C:7]([C:8]2[CH:13]=[CH:12][CH:11]=[CH:10][CH:9]=2)=[C:6]([C:14]2[CH:19]=[CH:18][C:17]([Cl:20])=[CH:16][CH:15]=2)[N:5]=[CH:4][N:3]=1.[NH2:21][NH2:22]>C1COCC1>[Cl:20][C:17]1[CH:18]=[CH:19][C:14]([C:6]2[N:5]=[CH:4][N:3]=[C:2]([NH:21][NH2:22])[C:7]=2[C:8]2[CH:13]=[CH:12][CH:11]=[CH:10][CH:9]=2)=[CH:15][CH:16]=1. Procedure details: To a stirred solution of 4-chloro-6-(4-chlorophenyl)-5-phenylpyrimidine (301 mg, 1.0 mmol) in THF (5 mL) at room temperature under argon was added H2NNH2 (160 mg, 5.0 mmol). The reaction mixture was heated at 60° C. under argon for 2 h. Analysis by HPLC/MS indicated that the reaction was complete. The solvent was evaporated and the residue was coevaporated with toluene (2×5 mL) and THF (5 mL), then dried under vacuum. The crude title compound was used directly in the next step. HPLC/MS: retentio...